This data is from the Open Reaction Database (ORD), a public repository of structured organic reaction records. The task is: describe an organic reaction: reactants, conditions, products, and yield Starting materials: CC(C)N(C(C)C)P(OCc1ccccc1)OCc1ccccc1, ClCCl, CC(C)(CCC#N)CN(CC(O)C(Cc1ccccc1)NC(=O)OC1COC2OCCC12)S(=O)(=O)c1ccc2c(c1)OCO2, O=C(OO)c1cccc(Cl)c1, c1nnn[nH]1. Product: CC(C)(CCC#N)CN(CC(OP(=O)(OCc1ccccc1)OCc1ccccc1)C(Cc1ccccc1)NC(=O)OC1COC2OCCC12)S(=O)(=O)c1ccc2c(c1)OCO2. Reaction SMILES: [CH:50]([N:51]([CH:52]([CH3:53])[CH3:71])[P:54]([O:55][CH2:56][c:57]1[cH:58][cH:59][cH:60][cH:61][cH:62]1)[O:63][CH2:64][c:65]1[cH:66][cH:67][cH:68][cH:69][cH:70]1)([CH3:72])[CH3:73].[Cl:85][CH2:86][Cl:87].[O:1]1[CH2:2][CH:3]([O:9][C:10]([NH:11][CH:12]([CH:13]([CH2:14][N:15]([CH2:16][C:17]([CH2:18][CH2:19][C:20]#[N:21])([CH3:22])[CH3:23])[S:24](=[O:25])(=[O:26])[c:27]2[cH:28][c:29]3[c:30]([cH:34][cH:35]2)[O:31][CH2:32][O:33]3)[OH:36])[CH2:37][c:38]2[cH:39][cH:40][cH:41][cH:42][cH:43]2)=[O:44])[CH:4]2[CH:5]1[O:6][CH2:7][CH2:8]2.[OH:74][O:75][C:76]([c:77]1[cH:78][c:79]([Cl:80])[cH:81][cH:82][cH:83]1)=[O:84].[nH:45]1[cH:46][n:47][n:48][n:49]1>>[O:1]1[CH2:2][CH:3]([O:9][C:10]([NH:11][CH:12]([CH:13]([CH2:14][N:15]([CH2:16][C:17]([CH2:18][CH2:19][C:20]#[N:21])([CH3:22])[CH3:23])[S:24](=[O:25])(=[O:26])[c:27]2[cH:28][c:29]3[c:30]([cH:34][cH:35]2)[O:31][CH2:32][O:33]3)[O:36][P:54]([O:55][CH2:56][c:57]2[cH:58][cH:59][cH:60][cH:61][cH:62]2)([O:63][CH2:64][c:65]2[cH:66][cH:67][cH:68][cH:69][cH:70]2)=[O:74])[CH2:37][c:38]2[cH:39][cH:40][cH:41][cH:42][cH:43]2)=[O:44])[CH:4]2[CH:5]1[O:6][CH2:7][CH2:8]2. Starting materials: COc1ccc([N+](=O)[O-])cc1N, CN1CCCC1=O, O=C=NC(=O)c1cc(F)c(F)cc1Cl. Yields the product COc1ccc([N+](=O)[O-])cc1NC(=O)NC(=O)c1cc(F)c(F)cc1Cl. As a reaction SMILES: [CH3:1][O:2][c:3]1[cH:4][cH:5][c:6]([N+:10]([O-:11])=[O:12])[cH:7][c:8]1[NH2:9].[CH3:27][N:28]1[CH2:29][CH2:30][CH2:31][C:32]1=[O:33].[Cl:13][c:14]1[c:15]([C:16](=[O:17])[N:18]=[C:19]=[O:20])[cH:21][c:22]([F:26])[c:23]([F:25])[cH:24]1>>[CH3:1][O:2][c:3]1[cH:4][cH:5][c:6]([N+:10]([O-:11])=[O:12])[cH:7][c:8]1[NH:9][C:19]([NH:18][C:16]([c:15]1[c:14]([Cl:13])[cH:24][c:23]([F:25])[c:22]([F:26])[cH:21]1)=[O:17])=[O:20].